From a dataset of the Open Reaction Database (ORD), a public repository of structured organic reaction records. describe an organic reaction: reactants, conditions, products, and yield RXN SMILES: [ClH:1].[F:2][C:3]([F:39])([F:38])[C:4]([C:10]1[CH:15]=[CH:14][C:13]([N:16]2[CH2:21][CH2:20][N:19]([S:22]([C:25]3[S:26][CH:27]=[CH:28][CH:29]=3)(=[O:24])=[O:23])[CH2:18][C@H:17]2[CH2:30][C:31]2[CH:36]=[CH:35][C:34]([CH3:37])=[CH:33][CH:32]=2)=[CH:12][CH:11]=1)([OH:9])[C:5]([F:8])([F:7])[F:6].C1N=C(N)C2N=CN([C@@H]3O[C@H](COP(OP(OC[C@H]4O[C@@H](N5C=C(C(N)=O)CC=C5)[C@H](O)[C@@H]4O)(O)=O)(O)=O)[C@@H](O)[C@H]3OP(O)(O)=O)C=2N=1>>[ClH:1].[F:8][C:5]([F:6])([F:7])[C:4]([C:10]1[CH:15]=[CH:14][C:13]([N:16]2[CH2:21][CH2:20][N:19]([S:22]([C:25]3[S:26][CH:27]=[CH:28][CH:29]=3)(=[O:23])=[O:24])[CH2:18][C@@H:17]2[CH2:30][C:31]2[CH:32]=[CH:33][C:34]([CH3:37])=[CH:35][CH:36]=2)=[CH:12][CH:11]=1)([OH:9])[C:3]([F:39])([F:38])[F:2] |f:0.1,3.4|. The reactants are Cl.FC(C(C(F)(F)F)(O)C1=CC=C(C=C1)N1[C@@H](CN(CC1)S(=O)(=O)C=1SC=CC1)CC1=CC=C(C=C1)C)(F)F (1,1,1,3,3,3-hexafluoro-2-(4-((2R)-2-(4-methylbenzyl)-4-(2-thiophenylsulfonyl)-1-piperazinyl)phenyl)-2-propanol hydrochloride), C=1N=C(C2=C(N1)N(C=N2)[C@H]3[C@@H]([C@@H]([C@H](O3)COP(=O)(O)OP(=O)(O)OC[C@@H]4[C@H]([C@H]([C@@H](O4)N5C=CCC(=C5)C(=O)N)O)O)O)OP(=O)(O)O)N (NADPH). Reported procedure: 1,1,1,3,3,3-hexafluoro-2-(4-((2R)-2-(4-methylbenzyl)-4-(2-thiophenylsulfonyl)-1-piperazinyl)phenyl)-2-propanol hydrochloride. 1H NMR (400 MHz, CD3OD) δ 7.86-7.83 (m, 1H), 7.61-7.56 (m, 3H), 7.24-7.20 (m, 1H), 7.13-7.07 (m, 4H), 7.05-7.00 (m, 2H), 4.15-4.08 (m, 1H), 3.86-3.81 (m, 1H), 3.66-3.55 (m, 2H), 3.41-3.33 (m, 1H), 3.10-3.03 (m, 1H), 2.61-2.53 (m, 2H), 2.51-2.46 (m, 1H), 2.29 (s, 3H). m/z (ESI, +ve ion) 578.8 (M+H)+. GK-GKRP EC50 (NADPH-coupled)=2.50 μM; GK-GKRP EC50 (LC MS/MS)=2.62 μM. Product: Cl.FC(C(C(F)(F)F)(O)C1=CC=C(C=C1)N1[C@H](CN(CC1)S(=O)(=O)C=1SC=CC1)CC1=CC=C(C=C1)C)(F)F (1,1,1,3,3,3-hexafluoro-2-(4-((2S)-2-(4-methylbenzyl)-4-(2-thiophenylsulfonyl)-1-piperazinyl)phenyl)-2-propanol hydrochloride). Reactants: Cl (hydrochloric acid), O(C1=CC=CC=C1)C=1SC(=CN1)CO ((2-phenoxy-5-thiazolyl)-methanol), CC1([C@@H]([C@@H]1C=C(C)C)C(=O)Cl)C ((1R,3S) 2,2-dimethyl-3-(2-methyl-1-propenyl)-cyclopropane-1-carboxylic acid chloride), corresponding acid. Run in C1=CC=CC=C1 (benzene), N1=CC=CC=C1 (pyridine). Reaction conditions: temperature 20 celsius, time 17 hour. Product: CC1([C@@H]([C@@H]1C=C(C)C)C(=O)OCC1=CN=C(S1)OC1=CC=CC=C1)C ((2-phenoxy-5-thiazolyl)-methyl (1R,3S) 2,2-dimethyl-3-(2-methyl-1-propenyl)-cyclopropane -1-carboxylate). RXN SMILES: [O:1]([C:8]1[S:9][C:10]([CH2:13][OH:14])=[CH:11][N:12]=1)[C:2]1[CH:7]=[CH:6][CH:5]=[CH:4][CH:3]=1.[CH3:15][C:16]1([CH3:26])[C@@H:18]([CH:19]=[C:20]([CH3:22])[CH3:21])[C@H:17]1[C:23](Cl)=[O:24].Cl>C1C=CC=CC=1.N1C=CC=CC=1>[CH3:15][C:16]1([CH3:26])[C@@H:18]([CH:19]=[C:20]([CH3:21])[CH3:22])[C@H:17]1[C:23]([O:14][CH2:13][C:10]1[S:9][C:8]([O:1][C:2]2[CH:3]=[CH:4][CH:5]=[CH:6][CH:7]=2)=[N:12][CH:11]=1)=[O:24]. Reported procedure: 2.07 g of (2-phenoxy-5-thiazolyl)-methanol were added to a solution of (1R,3S) 2,2-dimethyl-3-(2-methyl-1-propenyl)-cyclopropane-1-carboxylic acid chloride prepared from 1.68 g of the corresponding acid in 20 ml of benzene and 0.81 ml of pyridine were added dropwise thereto. The mixture was stirred at 20° C. for 17 hours and was poured into dilute aqueous hydrochloric acid. The decanted aqueous phase was extracted with ether and the combined organic phases were washed with water, dried and evapo...